Dataset: the Open Reaction Database (ORD), a public repository of structured organic reaction records. Task: describe an organic reaction: reactants, conditions, products, and yield Reactants: CCO, [Cl-], ClCCl, Cl, O=[N+]([O-])c1ccc(C=Cc2ccc(OCCOCCOCCF)nc2)cc1, [Na+], [OH-]. The product is Nc1ccc(C=Cc2ccc(OCCOCCOCCF)nc2)cc1. As a reaction SMILES: [CH3:32][CH2:33][OH:34].[Cl-:28].[Cl:35][CH2:36][Cl:37].[ClH:29].[F:1][CH2:2][CH2:3][O:4][CH2:5][CH2:6][O:7][CH2:8][CH2:9][O:10][c:11]1[n:12][cH:13][c:14]([CH:17]=[CH:18][c:19]2[cH:20][cH:21][c:22]([N+:25]([O-:26])=[O:27])[cH:23][cH:24]2)[cH:15][cH:16]1.[Na+:31].[OH-:30]>>[F:1][CH2:2][CH2:3][O:4][CH2:5][CH2:6][O:7][CH2:8][CH2:9][O:10][c:11]1[n:12][cH:13][c:14]([CH:17]=[CH:18][c:19]2[cH:20][cH:21][c:22]([NH2:25])[cH:23][cH:24]2)[cH:15][cH:16]1. Starting materials: Cl.N1C(COCC1)C(=O)OC (methyl morpholine-3-carboxylate hydrochloride), N (NH3). Solvent: CO (methanol). The product is N1C(COCC1)C(=O)N (Morpholine-3-carboxamide). The yield is 99.0%. As a reaction SMILES: Cl.[NH:2]1[CH2:7][CH2:6][O:5][CH2:4][CH:3]1[C:8]([O:10]C)=O.[NH3:12]>CO>[NH:2]1[CH2:7][CH2:6][O:5][CH2:4][CH:3]1[C:8]([NH2:12])=[O:10] |f:0.1|. Procedure: A mixture of methyl morpholine-3-carboxylate hydrochloride (0.55 g, 3.0 mmol) and a solution of NH3 in methanol (7 mol/L, 20 mL) was stirred at 50° C. for 24 hours in a sealed tube. The mixture was concentrated in vacuo to give the title compound as glutinous semisolid (0.39 g, 99%). The compound was characterized by the following spectroscopic data: The reactants are C1CCNC1, CN(C)C=O, COc1cc2c(Oc3ccc4[nH]ccc4c3)ncnc2cc1OCC1CO1. Product: COc1cc2c(Oc3ccc4[nH]ccc4c3)ncnc2cc1OCC(O)CN1CCCC1. As a reaction SMILES: [CH2:28]1[CH2:29][CH2:30][NH:31][CH2:32]1.[O:33]=[CH:34][N:35]([CH3:36])[CH3:37].[nH:1]1[cH:2][cH:3][c:4]2[cH:5][c:6]([O:10][c:11]3[n:12][cH:13][n:14][c:15]4[cH:16][c:17]([O:23][CH2:24][CH:25]5[O:26][CH2:27]5)[c:18]([O:21][CH3:22])[cH:19][c:20]34)[cH:7][cH:8][c:9]12>>[nH:1]1[cH:2][cH:3][c:4]2[cH:5][c:6]([O:10][c:11]3[n:12][cH:13][n:14][c:15]4[cH:16][c:17]([O:23][CH2:24][CH:25]([OH:26])[CH2:27][N:31]5[CH2:30][CH2:29][CH2:28][CH2:32]5)[c:18]([O:21][CH3:22])[cH:19][c:20]34)[cH:7][cH:8][c:9]12. The reactants are C(C)NC1=C(C=CC(=C1)OC)C1CC=2C=CC(=CC2CC1)OC(C(C)(C)C)=O (pivalic acid 6-(2-ethylamino-4-methoxyphenyl)-5,6,7,8-tetrahydronaphthalen-2-yl ester), N1(CCCCCC1)CCC1=CC=C(S1)C(=O)[O-].[Li+] (lithium 5-(2-azepan-1-ylethyl)thiophene-2-carboxylate). Product: N1(CCCCCC1)CCC1=CC=C(S1)CN(C1=C(C=CC(=C1)OC)C1CC=2C=CC(=CC2CC1)O)CC (6-{2-{[5-(2-Azepan-1-ylethyl)thiophen-2-ylmethyl]ethylamino}-4-methoxyphenyl}-5,6,7,8-tetrahydronaphthalen-2-ol). Isolated yield 86.4%. As a reaction SMILES: [CH2:1]([NH:3][C:4]1[CH:9]=[C:8]([O:10][CH3:11])[CH:7]=[CH:6][C:5]=1[CH:12]1[CH2:21][CH2:20][C:19]2[CH:18]=[C:17]([O:22]C(=O)C(C)(C)C)[CH:16]=[CH:15][C:14]=2[CH2:13]1)[CH3:2].[N:29]1([CH2:36][CH2:37][C:38]2[S:42][C:41]([C:43]([O-])=O)=[CH:40][CH:39]=2)[CH2:35][CH2:34][CH2:33][CH2:32][CH2:31][CH2:30]1.[Li+]>>[N:29]1([CH2:36][CH2:37][C:38]2[S:42][C:41]([CH2:43][N:3]([CH2:1][CH3:2])[C:4]3[CH:9]=[C:8]([O:10][CH3:11])[CH:7]=[CH:6][C:5]=3[CH:12]3[CH2:21][CH2:20][C:19]4[CH:18]=[C:17]([OH:22])[CH:16]=[CH:15][C:14]=4[CH2:13]3)=[CH:40][CH:39]=2)[CH2:30][CH2:31][CH2:32][CH2:33][CH2:34][CH2:35]1 |f:1.2|. Reported procedure: Synthesized from pivalic acid 6-(2-ethylamino-4-methoxyphenyl)-5,6,7,8-tetrahydronaphthalen-2-yl ester (40 mg) and lithium 5-(2-azepan-1-ylethyl)thiophene-2-carboxylate (110 mg) according to an analogous synthetic method to Example 152, the title compound (47 mg) was obtained. Starting materials: C(C)(=O)[O-].[NH4+] (ammonium acetate), C(C)(=O)O (acetic acid), C(C)(C)(C)NS(=O)(=O)CC(=O)OCC (ethyl 2-(tert.butylaminosulfonyl)acetate), C(C1=CC=CC=C1)=O (benzaldehyde). Reaction conditions: temperature 60 celsius, time 2 hour. The yield is 72.0%. Yields the product C1(=CC=CC=C1)C=C(C(=O)OCC)S(=O)(=O)NC(C)(C)C (ethyl 3-phenyl-2-(tert.butylaminosulfonyl)prop-2-enoate). RXN SMILES: [C:1]([NH:5][S:6]([CH2:9][C:10]([O:12][CH2:13][CH3:14])=[O:11])(=[O:8])=[O:7])([CH3:4])([CH3:3])[CH3:2].C([O-])(=O)C.[NH4+].C(O)(=O)C.[CH:24](=O)[C:25]1[CH:30]=[CH:29][CH:28]=[CH:27][CH:26]=1>>[C:25]1([CH:24]=[C:9]([S:6]([NH:5][C:1]([CH3:4])([CH3:3])[CH3:2])(=[O:8])=[O:7])[C:10]([O:12][CH2:13][CH3:14])=[O:11])[CH:30]=[CH:29][CH:28]=[CH:27][CH:26]=1 |f:1.2|. Reported procedure: 11.2 g (0.05 mol) of ethyl 2-(tert.butylaminosulfonyl)acetate (see J. Org. Chem. 43, p. 4535 (1978)) are dissolved in 50 ml of benzaldehyde, 2 g of ammonium acetate and 2 ml of glacial acetic acid are added, and the mixture is stirred for 2 hours at 60° C. under a water pump vacuum (20 mm). The excess aldehyde is subsequently distilled off, and the residue is digested using n-hexane and recrystallized from isopropanol. 11.2 g (72% of theory) of ethyl 3-phenyl-2-(tert.butylaminosulfonyl)prop-2-en... The reactants are CCO, O=C[O-], Cc1ccc(I)cc1[N+](=O)[O-], [NH4+]. Product: Cc1ccc(I)cc1N. Reaction SMILES: [CH3:16][CH2:17][OH:18].[CH:12]([O-:13])=[O:14].[I:1][c:2]1[cH:3][c:4]([N+:9]([O-:10])=[O:11])[c:5]([CH3:8])[cH:6][cH:7]1.[NH4+:15]>>[I:1][c:2]1[cH:3][c:4]([NH2:9])[c:5]([CH3:8])[cH:6][cH:7]1. Reactants: [K+].[Br-] (KBr), FC(C1=CC=C(C=C1)C1=NN=C(O1)N)(F)F (5-[4-(Trifluoromethyl)phenyl]1,3,4-oxadiazol-2-amine), [OH-].[K+] (potassium hydroxide), C(C)O (ethanol). The solvent is C(C)(=O)O (acetic acid). Run at temperature 24 celsius. The product is C(C)OC1=NN=C(N1)C1=CC=C(C=C1)C(F)(F)F (3-Ethoxy-5-[4-(trifluoromethyl)phenyl]-4H-1,2,4-triazole). As a reaction SMILES: [F:1][C:2]([F:16])([F:15])[C:3]1[CH:8]=[CH:7][C:6]([C:9]2[O:13][C:12]([NH2:14])=[N:11][N:10]=2)=[CH:5][CH:4]=1.[OH-].[K+].[CH2:19](O)[CH3:20].[K+].[Br-]>C(O)(=O)C>[CH2:19]([O:13][C:12]1[NH:14][C:9]([C:6]2[CH:7]=[CH:8][C:3]([C:2]([F:16])([F:15])[F:1])=[CH:4][CH:5]=2)=[N:10][N:11]=1)[CH3:20] |f:1.2,4.5|. Procedure details: 5-[4-(Trifluoromethyl)phenyl]1,3,4-oxadiazol-2-amine (10 g, 44 mmol) and potassium hydroxide (7.4 g, 0.132 mol) dissolved in abs. ethanol (300 ml) were heated at reflux for 3 h. After being cooled to 24° C., the solution was neutralized with acetic acid and concentrated by rotary evaporation. The residue was taken up in ethyl acetate and washed with water and brine. Recrystallization from acetonitrile/ether (2:1) gave 9 g (82%); mp 151°-152° C.; IR(KBr, ν=cm-1) 2996, 1534, 1460, 1330, 1162, 1130...